From a dataset of the Open Reaction Database (ORD), a public repository of structured organic reaction records. describe an organic reaction: reactants, conditions, products, and yield Reactants: NC=1SC2=NC(=CC=C2N1)OC=1C=CC(=C(C1)NC(C1=CC(=CC=C1)C(C)(C)C#N)=O)C (N-{5-[(2-amino[1,3]thiazolo[5,4-b]pyridin-5-yl)oxy]-2-methylphenyl}-3-(1-cyano-1-methylethyl)benzamide), ClCC(=O)Cl (chloroacetyl chloride), ClCC(=O)Cl (Chloroacetyl chloride). Run in CN(C=O)C (N,N-dimethylformamide), C(C)(=O)OCC (ethyl acetate). Reaction conditions: time 2 hour. Yields the product ClCC(=O)NC=1SC2=NC(=CC=C2N1)OC=1C=CC(=C(C1)NC(C1=CC(=CC=C1)C(C)(C)C#N)=O)C (N-[5-({2-[(chloroacetyl)amino][1,3]thiazolo[5,4-b]pyridin-5-yl}oxy)-2-methylphenyl]-3-(1-cyano-1-methylethyl)benzamide). Reaction SMILES: [NH2:1][C:2]1[S:3][C:4]2[C:9]([N:10]=1)=[CH:8][CH:7]=[C:6]([O:11][C:12]1[CH:13]=[CH:14][C:15]([CH3:32])=[C:16]([NH:18][C:19](=[O:31])[C:20]3[CH:25]=[CH:24][CH:23]=[C:22]([C:26]([C:29]#[N:30])([CH3:28])[CH3:27])[CH:21]=3)[CH:17]=1)[N:5]=2.[Cl:33][CH2:34][C:35](Cl)=[O:36]>CN(C)C=O.C(OCC)(=O)C>[Cl:33][CH2:34][C:35]([NH:1][C:2]1[S:3][C:4]2[C:9]([N:10]=1)=[CH:8][CH:7]=[C:6]([O:11][C:12]1[CH:13]=[CH:14][C:15]([CH3:32])=[C:16]([NH:18][C:19](=[O:31])[C:20]3[CH:25]=[CH:24][CH:23]=[C:22]([C:26]([C:29]#[N:30])([CH3:27])[CH3:28])[CH:21]=3)[CH:17]=1)[N:5]=2)=[O:36]. Procedure details: To a solution of N-{5-[(2-amino[1,3]thiazolo[5,4-b]pyridin-5-yl)oxy]-2-methylphenyl}-3-(1-cyano-1-methylethyl)benzamide (200 mg, 0.451 mmol) produced in Example C33(iv) in N,N-dimethylformamide (4.0 mL) was added chloroacetyl chloride (50 μL, 0.631 mmol), and the mixture was stirred at room temperature for 2 hr. Chloroacetyl chloride (25 μL, 0.314 mmol) was added to the reaction mixture, and the mixture was further stirred at room temperature for 2 hr. The reaction mixture was diluted with ethyl... The reactants are C(C)(=O)O[BH-](OC(C)=O)OC(C)=O.[Na+] (Sodium triacetoxyborohydride), FC(C(=O)[O-])(F)F.C(C)OC(=O)COC1=C(SC2=C1SC=1C=C(C=CC21)[NH3+])C(=O)OC (1-ethoxycarbonylmethoxy-2-methoxycarbonyl-3,8-dithia-cyclopenta[a]inden-6-yl-ammonium trifluoroacetate), C(C1=CC=CC=C1)=O (benzaldehyde), C(C)(=O)O (acetic acid). The solvent is ClCCCl (DCE), C(Cl)Cl (DCM). Reaction conditions: time 16 hour. Product: COC(=O)C1=C(C2=C(C=3C=CC(=CC3S2)NCC2=CC=CC=C2)S1)OCC(=O)OCC (6-benzylamino-1-ethoxycarbonylmethoxy-3,8-dithia-cyclopenta[a]indene-2-carboxylic acid methyl ester). Isolated yield 78.8%. RXN SMILES: C(O[BH-](OC(=O)C)OC(=O)C)(=O)C.[Na+].FC(F)(F)C([O-])=O.[CH2:22]([O:24][C:25]([CH2:27][O:28][C:29]1[C:33]2[S:34][C:35]3[CH:36]=[C:37]([NH3+:41])[CH:38]=[CH:39][C:40]=3[C:32]=2[S:31][C:30]=1[C:42]([O:44][CH3:45])=[O:43])=[O:26])[CH3:23].[CH:46](=O)[C:47]1[CH:52]=[CH:51][CH:50]=[CH:49][CH:48]=1.C(O)(=O)C>ClCCCl.C(Cl)Cl>[CH3:45][O:44][C:42]([C:30]1[S:31][C:32]2[C:40]3[CH:39]=[CH:38][C:37]([NH:41][CH2:46][C:47]4[CH:52]=[CH:51][CH:50]=[CH:49][CH:48]=4)=[CH:36][C:35]=3[S:34][C:33]=2[C:29]=1[O:28][CH2:27][C:25]([O:24][CH2:22][CH3:23])=[O:26])=[O:43] |f:0.1,2.3|. Reported procedure: Sodium triacetoxyborohydride (90 mg, 0.42 mmol, 2.5 equiv) was added to a mixture of 1-ethoxycarbonylmethoxy-2-methoxycarbonyl-3,8-dithia-cyclopenta[a]inden-6-yl-ammonium trifluoroacetate (82 mg, 0.17 mmol), benzaldehyde (21 mg, 0.2 mmol, 1.2 equiv), and acetic acid (5wl) in DCE (4 ml). The reaction mixture was stirred at RT for 16 hr then DCM (20 ml) was added. The mixture was washed with sat. NaHCO3, dried over MgSO4, filtered, and the solvent was removed in vacuo. Purification by column chrom... Starting materials: Fc1ccc(Br)c2ccccc12, [Li]CCCC, COB(OC)OC, C1CCOC1. Yields the product COB(OC)c1ccc(F)c2ccccc12. As a reaction SMILES: [Br:1][c:2]1[cH:3][cH:4][c:5]([F:12])[c:6]2[cH:7][cH:8][cH:9][cH:10][c:11]12.[CH2:13]([Li:14])[CH2:15][CH2:16][CH3:17].[CH3:18][O:19][B:20]([O:21][CH3:22])[O:23][CH3:24].[O:25]1[CH2:26][CH2:27][CH2:28][CH2:29]1>>[c:2]1([B:20]([O:19][CH3:18])[O:21][CH3:22])[cH:3][cH:4][c:5]([F:12])[c:6]2[cH:7][cH:8][cH:9][cH:10][c:11]12. Reactants: [BH4-], CO, CCOC(=O)COC(c1cc(Cl)ccc1C)C1CCCN(C(=O)OC(C)(C)C)C1, [Na+]. Product: Cc1ccc(Cl)cc1C(OCCO)C1CCCN(C(=O)OC(C)(C)C)C1. RXN SMILES: [BH4-:30].[CH3:32][OH:33].[Cl:1][c:2]1[cH:3][cH:4][c:5]([CH3:29])[c:6]([CH:8]([CH:9]2[CH2:10][N:11]([C:15](=[O:16])[O:17][C:18]([CH3:19])([CH3:20])[CH3:21])[CH2:12][CH2:13][CH2:14]2)[O:22][CH2:23][C:24](=[O:25])[O:26][CH2:27][CH3:28])[cH:7]1.[Na+:31]>>[Cl:1][c:2]1[cH:3][cH:4][c:5]([CH3:29])[c:6]([CH:8]([CH:9]2[CH2:10][N:11]([C:15](=[O:16])[O:17][C:18]([CH3:19])([CH3:20])[CH3:21])[CH2:12][CH2:13][CH2:14]2)[O:22][CH2:23][CH2:24][OH:25])[cH:7]1. Starting materials: O1CCN(CC1)C=1C=C(C=2N=CC=NC2C1)O (7-morpholinoquinoxalin-5-ol), CS(=O)(=O)O[C@@H]1CC[C@H](CC1)NC1=NC=C(C=N1)Br (trans-4-((5-bromopyrimidin-2-yl)amino)cyclohexyl methanesulfonate), CS(=O)(=O)O[C@@H]1CC[C@H](CC1)NC1=NC=C(C=N1)Br (trans-4-((5-bromopyrimidin-2-yl)amino)cyclohexyl methanesulfonate), CsCO3. Solvent: O1CCOCC1 (dioxane), CCOC(=O)C (EtOAc). The product is BrC=1C=NC(=NC1)N[C@@H]1CC[C@@H](CC1)OC1=C2N=CC=NC2=CC(=C1)N1CCOCC1 (5-bromo-N-((cis)-4-((7-morpholinoquinoxalin-5-yl)oxy)cyclohexyl)pyrimidin-2-amine). The yield is 52.5%. Reaction SMILES: [O:1]1[CH2:6][CH2:5][N:4]([C:7]2[CH:8]=[C:9]([OH:17])[C:10]3[N:11]=[CH:12][CH:13]=[N:14][C:15]=3[CH:16]=2)[CH2:3][CH2:2]1.CS(O[C@H:23]1[CH2:28][CH2:27][C@H:26]([NH:29][C:30]2[N:35]=[CH:34][C:33]([Br:36])=[CH:32][N:31]=2)[CH2:25][CH2:24]1)(=O)=O>O1CCOCC1.CCOC(C)=O>[Br:36][C:33]1[CH:34]=[N:35][C:30]([NH:29][C@H:26]2[CH2:27][CH2:28][C@@H:23]([O:17][C:9]3[CH:8]=[C:7]([N:4]4[CH2:5][CH2:6][O:1][CH2:2][CH2:3]4)[CH:16]=[C:15]4[C:10]=3[N:11]=[CH:12][CH:13]=[N:14]4)[CH2:24][CH2:25]2)=[N:31][CH:32]=1. Procedure details: As shown in step 6-viii of Scheme 6, a solution of 7-morpholinoquinoxalin-5-ol (100 mg, 0.432 mmol), (trans)-4-((5-bromopyrimidin-2-yl)amino)cyclohexyl methanesulfonate (compound 1014, 303 mg, 0.865 mmol), and CsCO3 (282 mg, 0.865 mmol) in dioxane (1.0 mL was stirred for 16 hours at 105° C. After cooling, the reaction mixture was diluted with EtOAc, filtered through diatomaceous earth, concentrated under reduced pressure, and purified by medium pressure silica gel chromatography (0 to 5% MeOH/DC... The reactants are CC1(CC(CC(C1O)C)=O)C (3,3,5-trimethyl-4-hydroxycyclohexanon), [H][H] (hydrogen), C(C)(=O)[O-].[NH4+] (ammonium acetate), N (ammonia). The reagents and catalysts are [Ni] (Ni). Solvent: CO (methanol). Yields the product NC1CC(C(C(C1)C)O)(C)C (1-amino-3,3,5-trimethyl-4-hydroxycyclohexane). As a reaction SMILES: [CH3:1][C:2]1([CH3:11])[CH:7]([OH:8])[CH:6]([CH3:9])[CH2:5][C:4](=O)[CH2:3]1.C([O-])(=O)C.[NH4+:16].N.[H][H]>CO.[Ni]>[NH2:16][CH:4]1[CH2:5][CH:6]([CH3:9])[CH:7]([OH:8])[C:2]([CH3:11])([CH3:1])[CH2:3]1 |f:1.2|. Procedure: 156 g of 3,3,5-trimethyl-4-hydroxycyclohexanon (formula VIa), 12 g of ammonium acetate and 60 g of Raney Ni in 250 ml methanol were hydrogenated at 100° C. under a hydrogen pressure of 100 bar in the presence of 250 ml of ammonia. When the uptake of hydrogen was complete, the catalyst was filtered off, the filtrate was concentrated under vacuum and the residue was subjected to fractional distillation under a high vacuum. 130 g of the aminoalcohol of formula Ic, which had a melting point of 110 t... The product is COc1cc(-c2csc3c(CCCO)cnc(N)c23)ccc1NC(=O)c1cc2ccccc2n1C. As a reaction SMILES: [BH4-:36].[CH3:44][OH:45].[NH2:1][c:2]1[n:3][cH:4][c:5]([CH:32]=[CH:33][CH2:34][OH:35])[c:6]2[c:7]1[c:8](-[c:11]1[cH:12][c:13]([O:30][CH3:31])[c:14]([NH:17][C:18](=[O:19])[c:20]3[n:21]([CH3:29])[c:22]4[cH:23][cH:24][cH:25][cH:26][c:27]4[cH:28]3)[cH:15][cH:16]1)[cH:9][s:10]2.[Na+:37].[Na+:38].[Na+:39].[O-:40][C:41](=[O:42])[O-:43]>>[NH2:1][c:2]1[n:3][cH:4][c:5]([CH2:32][CH2:33][CH2:34][OH:35])[c:6]2[c:7]1[c:8](-[c:11]1[cH:12][c:13]([O:30][CH3:31])[c:14]([NH:17][C:18](=[O:19])[c:20]3[n:21]([CH3:29])[c:22]4[cH:23][cH:24][cH:25][cH:26][c:27]4[cH:28]3)[cH:15][cH:16]1)[cH:9][s:10]2. Reactants: [BH4-], CO, COc1cc(-c2csc3c(C=CCO)cnc(N)c23)ccc1NC(=O)c1cc2ccccc2n1C, [Na+], [Na+], [Na+], O=C([O-])[O-].